From a dataset of the Open Reaction Database (ORD), a public repository of structured organic reaction records. describe an organic reaction: reactants, conditions, products, and yield The reactants are BrC=1C=NC=C(C1C=O)N1C(C2=CC=3CC(CC3N2CC1)(C)C)=O (3-Bromo-5-{4,4-dimethyl-9-oxo-1,10-diazatricyclo[6.4.0.02,6]dodeca-2(6),7-dien-10-yl}pyridine-4-carbaldehyde), COCCN1CC=2N(CC1)N=C(C2)NC=2C(N(C=C(C2)B2OC(C(O2)(C)C)(C)C)C)=O (3-(5-(2-Methoxyethyl)-4,5,6,7-tetrahydropyrazolo[1,5-a]pyrazin-2-ylamino)-1-methyl-5-(4,4,5,5-tetramethyl-1,3,2-dioxaborolan-2-yl)pyridin-2(1H)-one), C(C)(=O)[O-].[Na+] (sodium acetate), [O-]P(=O)([O-])[O-].[K+].[K+].[K+] (K3PO4). The reagents and catalysts are C1=CC=C(C=C1)P([C-]2C=CC=C2)C3=CC=CC=C3.C1=CC=C(C=C1)P([C-]2C=CC=C2)C3=CC=CC=C3.Cl[Pd]Cl.[Fe+2] (Pd(dppf)Cl2). Solvent: C(C)#N.O (acetonitrile water). Run at temperature 100 celsius. Yields the product CC1(CC=2N3CCN(C(C3=CC2C1)=O)C=1C=NC=C(C1C=O)C1=CN(C(C(=C1)NC1=NN2C(CN(CC2)CCOC)=C1)=O)C)C (3-{4,4-Dimethyl-9-oxo-1,10-diazatricyclo[6.4.0.02,6]dodeca-2(6),7-dien-10-yl}-5-(5-{[5-(2-methoxyethyl)-4H,5H,6H,7H-pyrazolo[1,5-a]pyrazin-2-yl]amino}-1-methyl-6-oxo-1,6-dihydropyridin-3-yl)pyridine-4-carbaldehyde). Isolated yield 31.5%. As a reaction SMILES: Br[C:2]1[CH:3]=[N:4][CH:5]=[C:6]([N:10]2[CH2:21][CH2:20][N:19]3[C:12](=[CH:13][C:14]4[CH2:15][C:16]([CH3:23])([CH3:22])[CH2:17][C:18]=43)[C:11]2=[O:24])[C:7]=1[CH:8]=[O:9].[CH3:25][O:26][CH2:27][CH2:28][N:29]1[CH2:34][CH2:33][N:32]2[N:35]=[C:36]([NH:38][C:39]3[C:40](=[O:55])[N:41]([CH3:54])[CH:42]=[C:43](B4OC(C)(C)C(C)(C)O4)[CH:44]=3)[CH:37]=[C:31]2[CH2:30]1.C([O-])(=O)C.[Na+].[O-]P([O-])([O-])=O.[K+].[K+].[K+]>C1C=CC(P(C2C=CC=CC=2)[C-]2C=CC=C2)=CC=1.C1C=CC(P(C2C=CC=CC=2)[C-]2C=CC=C2)=CC=1.Cl[Pd]Cl.[Fe+2].C(#N)C.O>[CH3:22][C:16]1([CH3:23])[CH2:15][C:14]2[CH:13]=[C:12]3[N:19]([CH2:20][CH2:21][N:10]([C:6]4[CH:5]=[N:4][CH:3]=[C:2]([C:43]5[CH:44]=[C:39]([NH:38][C:36]6[CH:37]=[C:31]7[CH2:30][N:29]([CH2:28][CH2:27][O:26][CH3:25])[CH2:34][CH2:33][N:32]7[N:35]=6)[C:40](=[O:55])[N:41]([CH3:54])[CH:42]=5)[C:7]=4[CH:8]=[O:9])[C:11]3=[O:24])[C:18]=2[CH2:17]1 |f:2.3,4.5.6.7,8.9.10.11,12.13|. Procedure details: A sealed tube equipped with a magnetic stirrer was charged with 3-bromo-5-{4,4-dimethyl-9-oxo-1,10-diazatricyclo[6.4.0.02,6]dodeca-2(6),7-dien-10-yl}pyri-dine-4-carbaldehyde 107f (100 mg, 0.26 mmol), 328a (110 mg, 0.26 mmol), Pd(dppf)Cl2 (10 mg, 0.026 mmol), sodium acetate (50 mg, 0.50 mmol), K3PO4 (100 mg, 0.50 mmol), and acetonitrile/water (5 mL/1 mL). After three cycles of vacuum/nitrogen flush, the mixture was heated at 100° C. for 2 h. It was then filtered and the filtrate was evaporated un... Reactants: C(C)(=O)OCC (ethyl acetate), C(C)(C)N(C(C)C)CC (N,N-diisopropylethylamine), OC(C)(C)C=1N=C(NC1C(=O)O)CCC (4-(1-hydroxy-1-methylethyl)-2-propylimidazole-5-carboxylic acid), CC1=C(OC(O1)=O)CCl ((5-methyl-2-oxo-1,3-dioxolen-4-yl)methyl chloride). Solvent: O (water), CN(C(C)=O)C (N,N-dimethylacetamide). Run at time 10 minute. Product: OC(C)(C)C=1N=C(NC1C(=O)OCC=1OC(OC1C)=O)CCC ((5-Methyl-2-oxo-1,3-dioxolen-4-yl)methyl 4-(1-hydroxy-1-methylethyl)-2-propylimidazole-5-carboxylate). The yield is 70.4%. Reaction SMILES: C(N(CC)C(C)C)(C)C.[OH:10][C:11]([C:14]1[N:15]=[C:16]([CH2:22][CH2:23][CH3:24])[NH:17][C:18]=1[C:19]([OH:21])=[O:20])([CH3:13])[CH3:12].[CH3:25][C:26]1[O:30][C:29](=[O:31])[O:28][C:27]=1[CH2:32]Cl.C(OCC)(=O)C>CN(C)C(=O)C.O>[OH:10][C:11]([C:14]1[N:15]=[C:16]([CH2:22][CH2:23][CH3:24])[NH:17][C:18]=1[C:19]([O:21][CH2:32][C:27]1[O:28][C:29](=[O:31])[O:30][C:26]=1[CH3:25])=[O:20])([CH3:13])[CH3:12]. Procedure details: 1.76 ml of N,N-diisopropylethylamine were added to a suspension of 1.06 g of 4-(1-hydroxy-1-methylethyl)-2-propylimidazole-5-carboxylic acid [prepared as described in Preparation 22(i)] in 10 ml of N,N-dimethylacetamide, and the resulting mixture was stirred at room temperature for 10 minutes, after which 1.12 g of (5-methyl-2-oxo-1,3-dioxolen-4-yl)methyl chloride was added, and the mixture was stirred at 60° C. for 4 hours. At the end of this time, the reaction mixture was mixed with ethyl acet... Reactants: C(C1=CC=CC=C1)OC1CC(C(CC1)O[Si](C)(C)C(C)(C)C)F ({[4-(benzyloxy)-2-fluorocyclohexyl]oxy}(tert-butyl)dimethylsilane). The reagents and catalysts are [OH-].[OH-].[Pd+2] (Pd(OH)2). Solvent: CO (MeOH), CO (MeOH). Reaction conditions: time 8 hour. Product: [Si](C)(C)(C(C)(C)C)OC1C(CC(CC1)O)F (4-{[tert-Butyl(dimethyl)silyl]oxy}-3-fluorocyclohexanol). Reaction SMILES: C([O:8][CH:9]1[CH2:14][CH2:13][CH:12]([O:15][Si:16]([C:19]([CH3:22])([CH3:21])[CH3:20])([CH3:18])[CH3:17])[CH:11]([F:23])[CH2:10]1)C1C=CC=CC=1>CO.[OH-].[OH-].[Pd+2]>[Si:16]([O:15][CH:12]1[CH2:13][CH2:14][CH:9]([OH:8])[CH2:10][CH:11]1[F:23])([C:19]([CH3:22])([CH3:21])[CH3:20])([CH3:18])[CH3:17] |f:2.3.4|. Procedure details: To a stirred solution {[4-(benzyloxy)-2-fluorocyclohexyl]oxy}(tert-butyl)dimethylsilane (4.66 g, 13.8 mmol) in MeOH (30 mL) was added Pd(OH)2 in MeOH (20 mL). The flask was evacuated and filled with hydrogen several times, and left to stir overnight under hydrogen atmosphere. The mixture was diluted with DCM, filtered through a pad of Celite, and concentrated to afford the title compound. The reactants are BrCc1ccccc1, CCOC(=O)C1CCN(S(=O)(=O)c2ccccc2)CC1, C[Si](C)(C)[N-][Si](C)(C)C, [Li+], C1CCOC1. Product: CCOC(=O)C1(Cc2ccccc2)CCN(S(=O)(=O)c2ccccc2)CC1. RXN SMILES: [Br:31][CH2:32][c:33]1[cH:34][cH:35][cH:36][cH:37][cH:38]1.[CH2:1]([CH3:2])[O:3][C:4]([CH:5]1[CH2:6][CH2:7][N:8]([S:11](=[O:12])(=[O:13])[c:14]2[cH:15][cH:16][cH:17][cH:18][cH:19]2)[CH2:9][CH2:10]1)=[O:20].[CH3:21][Si:22]([N-:23][Si:24]([CH3:25])([CH3:26])[CH3:27])([CH3:28])[CH3:29].[Li+:30].[O:39]1[CH2:40][CH2:41][CH2:42][CH2:43]1>>[CH2:1]([CH3:2])[O:3][C:4]([C:5]1([CH2:32][c:33]2[cH:34][cH:35][cH:36][cH:37][cH:38]2)[CH2:6][CH2:7][N:8]([S:11](=[O:12])(=[O:13])[c:14]2[cH:15][cH:16][cH:17][cH:18][cH:19]2)[CH2:9][CH2:10]1)=[O:20].